Dataset: the Open Reaction Database (ORD), a public repository of structured organic reaction records. Task: describe an organic reaction: reactants, conditions, products, and yield Starting materials: ClC=1C=C(C=CC1)[C@@](CCCCOC)(O)[C@H]1CN(CCC1)C(=O)N[C@H](CO)CC1CCCCC1 ((3R)-3-((S)-1-(3-chlorophenyl)-1-hydroxy-5-methoxypentyl)-N-((S)-3-cyclohexyl-1-hydroxypropan-2-yl)piperidine-1-carboxamide), [Si](C)(C)(C(C)(C)C)OC[C@H](CC1CCCCC1)NC(OC1=CC=C(C=C1)[N+](=O)[O-])=O ((S)-4-nitrophenyl 1-(tert-butyldimethylsilyloxy)-3-cyclohexylpropan-2-ylcarbamate), ClC=1C=C(C=CC1)[C@@](CCCCOC)(O)[C@H]1CNCCC1 ((S)-1-(3-chlorophenyl)-5-methoxy-1-((R)-piperidin-3-yl)pentan-1-ol). Product: [Si](C)(C)(C(C)(C)C)OC[C@H](CC1CCCCC1)NC(=O)N1C[C@@H](CCC1)[C@](CCCCOC)(O)C1=CC(=CC=C1)Cl ((R)-N-((S)-1-(tert-butyldimethylsilyloxy)-3-cyclohexylpropan-2-yl)-3-((S)-1-(3-chlorophenyl)-1-hydroxy-5-methoxypentyl)piperidine-1-carboxamide). As a reaction SMILES: [Cl:1][C:2]1[CH:3]=[C:4]([C@:8]([C@@H:16]2[CH2:21][CH2:20][CH2:19][N:18]([C:22]([NH:24][C@@H:25]([CH2:28][CH:29]3[CH2:34][CH2:33][CH2:32][CH2:31][CH2:30]3)[CH2:26][OH:27])=[O:23])[CH2:17]2)([OH:15])[CH2:9][CH2:10][CH2:11][CH2:12][O:13][CH3:14])[CH:5]=[CH:6][CH:7]=1.[Si:35](OC[C@@H](NC(=O)OC1C=CC([N+]([O-])=O)=CC=1)CC1CCCCC1)([C:38]([CH3:41])([CH3:40])[CH3:39])([CH3:37])[CH3:36].ClC1C=C([C@]([C@@H]2CCCNC2)(O)CCCCOC)C=CC=1>>[Si:35]([O:27][CH2:26][C@@H:25]([NH:24][C:22]([N:18]1[CH2:19][CH2:20][CH2:21][C@@H:16]([C@@:8]([C:4]2[CH:5]=[CH:6][CH:7]=[C:2]([Cl:1])[CH:3]=2)([OH:15])[CH2:9][CH2:10][CH2:11][CH2:12][O:13][CH3:14])[CH2:17]1)=[O:23])[CH2:28][CH:29]1[CH2:34][CH2:33][CH2:32][CH2:31][CH2:30]1)([C:38]([CH3:41])([CH3:40])[CH3:39])([CH3:37])[CH3:36]. Reported procedure: (3R)-3-((S)-1-(3-chlorophenyl)-1-hydroxy-5-methoxypentyl)-N-((S)-3-cyclohexyl-1-hydroxypropan-2-yl)piperidine-1-carboxamide (I-158A) was prepared by applying analogous procedures to those described in Example 32 Step 1 to (S)-4-nitrophenyl 1-(tert-butyldimethylsilyloxy)-3-cyclohexylpropan-2-ylcarbamate and (S)-1-(3-chlorophenyl)-5-methoxy-1-((R)-piperidin-3-yl)pentan-1-ol to afford (R)-N-((S)-1-(tert-butyldimethylsilyloxy)-3-cyclohexylpropan-2-yl)-3-((S)-1-(3-chlorophenyl)-1-hydroxy-5-methoxypen... The reactants are C1=CC(=CC=C1O)S(=O)(=O)C2=CC=C(C=C2)O (4,4'-dihydroxydiphenylsulfone), C1(=CC=CC=C1)O (phenol), S(O)(O)(=O)=O (sulfuric acid). Product: C1=CC(=CC=C1O)S(=O)(=O)C2=CC=C(C=C2)O (4,4'-dihydroxydiphenylsulfone), C1=CC=C(C(=C1)O)S(=O)(=O)C2=CC=C(C=C2)O (2,4'-dihydroxydiphenylsulfone). Reaction SMILES: [CH:1]1[C:6]([OH:7])=[CH:5][CH:4]=[C:3]([S:8]([C:11]2[CH:16]=[CH:15][C:14]([OH:17])=[CH:13][CH:12]=2)(=[O:10])=[O:9])[CH:2]=1.[C:18]1([OH:24])[CH:23]=[CH:22][CH:21]=[CH:20][CH:19]=1.S(=O)(=O)(O)O>>[CH:15]1[C:14]([OH:17])=[CH:13][CH:12]=[C:11]([S:8]([C:3]2[CH:4]=[CH:5][C:6]([OH:7])=[CH:1][CH:2]=2)(=[O:10])=[O:9])[CH:16]=1.[CH:22]1[CH:23]=[C:18]([OH:24])[C:19]([S:8]([C:3]2[CH:4]=[CH:5][C:6]([OH:7])=[CH:1][CH:2]=2)(=[O:10])=[O:9])=[CH:20][CH:21]=1. Reported procedure: It is known to prepare 4,4'-dihydroxydiphenylsulfone from phenol and sulfuric acid. This process yields 4,4'-dihydroxydiphenylsulfone along with large quantities of 2,4'-dihydroxydiphenylsulfone as an isomer by-product. However, extreme difficulty is encountered in separating the 4,4'-dihydroxydiphenylsulfone directly from the resulting reaction mixture. The reactants are [Br-], COC(=O)c1nc(Br)ccc1OCCCOc1ccccc1, C1COCCO1, CN1CCNc2cc(B3OC(C)(C)C(C)(C)O3)ccc21, CCCC[N+](CCCC)(CCCC)CCCC, [K+], [K+], O=C([O-])[O-], O, Cl[Pd]Cl, c1ccc(P(c2ccccc2)c2ccccc2)cc1, c1ccc(P(c2ccccc2)c2ccccc2)cc1. Product: COC(=O)c1nc(-c2ccc3c(c2)NCCN3C)ccc1OCCCOc1ccccc1. As a reaction SMILES: [Br-:55].[Br:1][c:2]1[cH:3][cH:4][c:5]([O:12][CH2:13][CH2:14][CH2:15][O:16][c:17]2[cH:18][cH:19][cH:20][cH:21][cH:22]2)[c:6]([C:8](=[O:9])[O:10][CH3:11])[n:7]1.[CH2:49]1[O:50][CH2:51][CH2:52][O:53][CH2:54]1.[CH3:23][N:24]1[CH2:25][CH2:26][NH:27][c:28]2[cH:29][c:30]([B:34]3[O:35][C:36]([CH3:37])([CH3:38])[C:39]([CH3:40])([CH3:41])[O:42]3)[cH:31][cH:32][c:33]21.[CH3:56][CH2:57][CH2:58][CH2:59][N+:60]([CH2:61][CH2:62][CH2:63][CH3:64])([CH2:65][CH2:66][CH2:67][CH3:68])[CH2:69][CH2:70][CH2:71][CH3:72].[K+:43].[K+:44].[O-:45][C:46]([O-:47])=[O:48].[OH2:73].[Pd:74]([Cl:75])[Cl:76].[c:77]1([P:78]([c:79]2[cH:80][cH:81][cH:82][cH:83][cH:84]2)[c:85]2[cH:86][cH:87][cH:88][cH:89][cH:90]2)[cH:91][cH:92][cH:93][cH:94][cH:95]1.[c:96]1([P:97]([c:98]2[cH:99][cH:100][cH:101][cH:102][cH:103]2)[c:104]2[cH:105][cH:106][cH:107][cH:108][cH:109]2)[cH:110][cH:111][cH:112][cH:113][cH:114]1>>[c:2]1(-[c:30]2[cH:29][c:28]3[c:33]([cH:32][cH:31]2)[N:24]([CH3:23])[CH2:25][CH2:26][NH:27]3)[cH:3][cH:4][c:5]([O:12][CH2:13][CH2:14][CH2:15][O:16][c:17]2[cH:18][cH:19][cH:20][cH:21][cH:22]2)[c:6]([C:8](=[O:9])[O:10][CH3:11])[n:7]1. Starting materials: COC(=O)C(C)Br, O=C([O-])[O-], CCC(C)=O, CN(c1ccc(O)cc1)c1ncc([N+](=O)[O-])s1, [K+], [K+]. Yields the product COC(=O)C(C)Oc1ccc(N(C)c2ncc([N+](=O)[O-])s2)cc1. RXN SMILES: [Br:18][CH:19]([C:20](=[O:21])[O:22][CH3:23])[CH3:24].[C:25](=[O:26])([O-:27])[O-:28].[CH2:31]([C:32]([CH3:33])=[O:34])[CH3:35].[CH3:1][N:2]([c:3]1[s:4][c:5]([N+:8](=[O:9])[O-:10])[cH:6][n:7]1)[c:11]1[cH:12][cH:13][c:14]([OH:17])[cH:15][cH:16]1.[K+:29].[K+:30]>>[CH3:1][N:2]([c:3]1[s:4][c:5]([N+:8](=[O:9])[O-:10])[cH:6][n:7]1)[c:11]1[cH:12][cH:13][c:14]([O:17][CH:19]([C:20](=[O:21])[O:22][CH3:23])[CH3:24])[cH:15][cH:16]1. Product: FC(C=1C=C(C=C(C1)C(F)(F)F)N1C(N(C(C1O)O)C)=S)(F)F (1-(3,5-bis-Trifluoromethyl-phenyl)-3-methyl-4,5-dihydroxy-imidazolidine-2-thione). The solvent is C(C)N(CC)CC (triethylamine), COCCOC (1,2-dimethoxyethane). Reaction SMILES: [F:1][C:2]([F:19])([F:18])[C:3]1[CH:4]=[C:5]([NH:13][C:14]([NH:16][CH3:17])=[S:15])[CH:6]=[C:7]([C:9]([F:12])([F:11])[F:10])[CH:8]=1.[CH:20]([CH:22]=[O:23])=[O:21].NC(N)=S>COCCOC.C(N(CC)CC)C>[F:11][C:9]([F:10])([F:12])[C:7]1[CH:6]=[C:5]([N:13]2[CH:20]([OH:21])[CH:22]([OH:23])[N:16]([CH3:17])[C:14]2=[S:15])[CH:4]=[C:3]([C:2]([F:19])([F:18])[F:1])[CH:8]=1. Procedure: 30.0 g of N-(3,5-bis-trifluoromethyl-phenyl)-N'-methyl-thiourea were stirred in 100 ml of 1,2-dimethoxyethane and 10 ml of triethylamine, and then 22 g of a 30% strength aqueous glyoxal solution were added. The thiourea thereupon dissolved, the reaction being exothermic. The solution was stirred for a further 12 hours at 20° C. and was concentrated in vacuo and the residue was stirred with water and a little acetic acid. The reaction product, which had solidified, was filtered off, washed and dr... Reactants: C(=O)C=O (glyoxal), FC(C=1C=C(C=C(C1)C(F)(F)F)NC(=S)NC)(F)F (N-(3,5-bis-trifluoromethyl-phenyl)-N'-methyl-thiourea), NC(=S)N (thiourea). Reaction conditions: temperature 20 celsius, time 12 hour.